From a dataset of the Open Reaction Database (ORD), a public repository of structured organic reaction records. describe an organic reaction: reactants, conditions, products, and yield Reactants: C1CCOC1, C[S-], COc1cc(-c2cccc(C(F)(F)F)c2)nnc1Cl, [Na+]. The product is COc1cc(-c2cccc(C(F)(F)F)c2)nnc1SC. Reaction SMILES: [CH2:23]1[O:24][CH2:25][CH2:26][CH2:27]1.[CH3:20][S-:21].[Cl:1][c:2]1[n:3][n:4][c:5](-[c:10]2[cH:11][c:12]([C:16]([F:17])([F:18])[F:19])[cH:13][cH:14][cH:15]2)[cH:6][c:7]1[O:8][CH3:9].[Na+:22]>>[c:2]1([S:21][CH3:20])[n:3][n:4][c:5](-[c:10]2[cH:11][c:12]([C:16]([F:17])([F:18])[F:19])[cH:13][cH:14][cH:15]2)[cH:6][c:7]1[O:8][CH3:9]. Starting materials: CC(C)CC(C=CCCO[Si](c1ccccc1)(c1ccccc1)C(C)(C)C)NC(=O)OC(C)(C)C, CCCC[N+](CCCC)(CCCC)CCCC, C1CCOC1, ClCCl, [F-]. Product: CC(C)CC(C=CCCO)NC(=O)OC(C)(C)C. RXN SMILES: [C:1]([Si:2]([c:3]1[cH:4][cH:5][cH:24][cH:25][cH:26]1)([O:6][CH2:7][CH2:8][CH:9]=[CH:10][CH:11]([CH2:12][CH:13]([CH3:14])[CH3:15])[NH:16][C:17]([O:18][C:19]([CH3:20])([CH3:21])[CH3:22])=[O:23])[c:27]1[cH:28][cH:29][cH:30][cH:31][cH:32]1)([CH3:33])([CH3:34])[CH3:35].[CH2:37]([N+:38]([CH2:39][CH2:40][CH2:41][CH3:42])([CH2:43][CH2:44][CH2:45][CH3:46])[CH2:47][CH2:48][CH2:49][CH3:50])[CH2:51][CH2:52][CH3:53].[CH2:57]1[O:58][CH2:59][CH2:60][CH2:61]1.[Cl:54][CH2:55][Cl:56].[F-:36]>>[OH:6][CH2:7][CH2:8][CH:9]=[CH:10][CH:11]([CH2:12][CH:13]([CH3:14])[CH3:15])[NH:16][C:17]([O:18][C:19]([CH3:20])([CH3:21])[CH3:22])=[O:23]. Reactants: O (H2O), FC1(C2(N=C(SC1)NC(C1=CC=CC=C1)=O)C1(COC3=CC=C(C=C32)C=3C=NC=NC3)CC1)F (N-[5″,5″-difluoro-6′-(pyrimidin-5-yl)-5″,6″-dihydrodispiro[cyclopropane-1,3′-chromene-4′,4″-[1,3]thiazin]-2″-yl]benzamide), Cl.ONC (N-hydroxymethanamine hydrochloride), N1=CC=CC=C1 (pyridine). Solvent: [Cl-].[Na+].O (brine), C(C)O (ethanol). Reaction conditions: temperature 70 celsius, time 27 hour. Product: FC1(C2(N=C(SC1)N)C1(COC3=CC=C(C=C32)C=3C=NC=NC3)CC1)F (5″,5″-difluoro-6′-(pyrimidin-5-yl)-5″,6″-dihydrodispiro[cyclopropane-1,3′-chromene-4′,4″-[1,3]thiazin]-2″-amine). Yield: 60.1%. As a reaction SMILES: [F:1][C:2]1([F:34])[CH2:7][S:6][C:5]([NH:8]C(=O)C2C=CC=CC=2)=[N:4][C:3]21[C:25]1[C:20](=[CH:21][CH:22]=[C:23]([C:26]3[CH:27]=[N:28][CH:29]=[N:30][CH:31]=3)[CH:24]=1)[O:19][CH2:18][C:17]12[CH2:33][CH2:32]1.Cl.ONC.N1C=CC=CC=1.O>C(O)C.[Cl-].[Na+].O>[F:34][C:2]1([F:1])[CH2:7][S:6][C:5]([NH2:8])=[N:4][C:3]21[C:25]1[C:20](=[CH:21][CH:22]=[C:23]([C:26]3[CH:27]=[N:28][CH:29]=[N:30][CH:31]=3)[CH:24]=1)[O:19][CH2:18][C:17]12[CH2:32][CH2:33]1 |f:1.2,6.7.8|. Procedure details: To a solution of N-[5″,5″-difluoro-6′-(pyrimidin-5-yl)-5″,6″-dihydrodispiro[cyclopropane-1,3′-chromene-4′,4″-[1,3]thiazin]-2″-yl]benzamide (76 mg, 0.16 mmol) in ethanol (4 mL) were added N-hydroxymethanamine hydrochloride (133 mg, 1.59 mmol) and pyridine (126 mg, 1.59 mmol), and the mixture was stirred for 27 hours at 70° C. After cooling, H2O and brine were added and the mixture was extracted with chloroform. The organic layer was dried over MgSO4 and concentrated. The residue was purified by s... The reactants are C(=O)[C@H]1CN(C[C@@H]1C1=CC=CC=C1)[C@@H](C(=O)OCC1=CC=CC=C1)CC1CCC1 (2-(R)-(3-(R)-formyl-4-(S)-phenyl-pyrrolidin-1-yl)-3-(cyclobutyl)propionic acid, benzyl ester), FC(C(=O)O)(F)F.ClC1=C(CC(=O)N(CC)C2CCNCC2)C=CC(=C1)F (4-(N-((2-chloro-4-fluorobenzyl)carbonyl)-N-ethylamino)piperidine trifluoroacetate). Product: ClC1=C(CC(=O)N(CC)C2CCN(CC2)C[C@H]2CN(C[C@@H]2C2=CC=CC=C2)[C@@H](C(=O)O)CC2CCC2)C=CC(=C1)F (2-(R)-(3-(S)-(4-(N-((2-Chloro-4-fluorobenzyl)carbonyl)-N-ethylamino)-piperidin-1 yl)methyl-4-(S)-phenyl-pyrrolidin-1-yl)-3-(cyclobutyl)propionic acid). Isolated yield 14.7%. Reaction SMILES: [CH:1]([C@@H:3]1[C@@H:7]([C:8]2[CH:13]=[CH:12][CH:11]=[CH:10][CH:9]=2)[CH2:6][N:5]([C@H:14]([CH2:25][CH:26]2[CH2:29][CH2:28][CH2:27]2)[C:15]([O:17]CC2C=CC=CC=2)=[O:16])[CH2:4]1)=O.FC(F)(F)C(O)=O.[Cl:37][C:38]1[CH:55]=[C:54]([F:56])[CH:53]=[CH:52][C:39]=1[CH2:40][C:41]([N:43]([CH:46]1[CH2:51][CH2:50][NH:49][CH2:48][CH2:47]1)[CH2:44][CH3:45])=[O:42]>>[Cl:37][C:38]1[CH:55]=[C:54]([F:56])[CH:53]=[CH:52][C:39]=1[CH2:40][C:41]([N:43]([CH:46]1[CH2:51][CH2:50][N:49]([CH2:1][C@@H:3]2[C@@H:7]([C:8]3[CH:9]=[CH:10][CH:11]=[CH:12][CH:13]=3)[CH2:6][N:5]([C@H:14]([CH2:25][CH:26]3[CH2:27][CH2:28][CH2:29]3)[C:15]([OH:17])=[O:16])[CH2:4]2)[CH2:48][CH2:47]1)[CH2:44][CH3:45])=[O:42] |f:1.2|. Reported procedure: The title compound was prepared from 2-(R)-(3-(R)-formyl-4-(S)-phenyl-pyrrolidin-1-yl)-3-(cyclobutyl)propionic acid, benzyl ester (25 mg, 0.07 mmol, Aldehyde 1) and 4-(N-((2-chloro-4-fluorobenzyl)carbonyl)-N-ethylamino)piperidine trifluoroacetate (41 mg, 0.1 mmol, from Example 14 , Step A) according to the method described in Example 14 , Step B to give 6.0 mg (15%) of the title compound. ESI-MS: 584.3 (M+H); HPLC A: 2.70 min. Starting materials: C(C)C=1N(C2=C(C(=NC(=C2)C)C)N1)C1=CC=C(C=C1)CCN (2-[4-(2-ethyl-4,6-dimethyl-1H-imidazo[4,5-c]pyridin-1-yl)phenyl]ethanamine), S(=O)(=O)(C1=CC=C(C)C=C1)N=C=O (Tosyl isocyanate), C (charcoal). The solvent is C(Cl)Cl (CH2Cl2), C(Cl)Cl (CH2Cl2). The product is C(C)C=1N(C2=C(C(=NC(=C2)C)C)N1)C1=CC=C(C=C1)CCNC(=O)NS(=O)(=O)C1=CC=C(C=C1)C (N-[([2-[4-(2-Ethyl-4,6-dimethyl-1H-imidazo[4,5-c]pyridin-1-yl)phenyl]ethyl]amino)carbonyl]-4-methylbenzenesulfonamide). Yield: 41.1%. Reaction SMILES: [CH2:1]([C:3]1[N:4]([C:14]2[CH:19]=[CH:18][C:17]([CH2:20][CH2:21][NH2:22])=[CH:16][CH:15]=2)[C:5]2[CH:10]=[C:9]([CH3:11])[N:8]=[C:7]([CH3:12])[C:6]=2[N:13]=1)[CH3:2].[S:23]([N:33]=[C:34]=[O:35])([C:26]1[CH:32]=[CH:31][C:29]([CH3:30])=[CH:28][CH:27]=1)(=[O:25])=[O:24].C>C(Cl)Cl>[CH2:1]([C:3]1[N:4]([C:14]2[CH:15]=[CH:16][C:17]([CH2:20][CH2:21][NH:22][C:34]([NH:33][S:23]([C:26]3[CH:32]=[CH:31][C:29]([CH3:30])=[CH:28][CH:27]=3)(=[O:25])=[O:24])=[O:35])=[CH:18][CH:19]=2)[C:5]2[CH:10]=[C:9]([CH3:11])[N:8]=[C:7]([CH3:12])[C:6]=2[N:13]=1)[CH3:2]. Reported procedure: To a clean and dry 12 L 3-neck round-bottom flask were charged 2-[4-(2-ethyl-4,6-dimethyl-1H-imidazo[4,5-c]pyridin-1-yl)phenyl]ethanamine (422 g, 1.43 moles) and CH2Cl2 (3.37 L). Tosyl isocyanate (217 mL, 1.43 moles) dissolved in CH2Cl2 (851 mL) was added to the reaction keeping the temperature below 21° C. and was stirred for at least 90 minutes. The reaction was deemed complete by HPLC and activated charcoal (DARCO KB-B, 4.2 g) was added. The resulting slurry was filtered through a 0.5-micron ... Starting materials: BrC=1C=NC(=NC1)N1C=C(C2=CC=C(C=C12)C(=O)N1CCOCC1)S(=O)C ((1-(5-bromopyrimidin-2-yl)-3-(methylsulfinyl)-1H-indol-6-yl)(morpholino)-methanone), BrC1=NC=CC(=C1)Cl (2-bromo-4-chloropyridine), OC(C)(C)C1=CC(=NC=C1)C=1C=NC(=NC1)N1C=C(C2=CC=C(C=C12)C(=O)N1CCOCC1)SC ((1-(5-(4-(2-Hydroxypropan-2-yl)pyridin-2-yl)pyrimidin-2-yl)-3-(methylthio)-1H-indol-6-yl)(morpholino)methanone). Product: ClC1=CC(=NC=C1)C=1C=NC(=NC1)N1C=C(C2=CC=C(C=C12)C(=O)N1CCOCC1)S(=O)C ((1-(5-(4-Chloropyridin-2-yl)pyrimidin-2-yl)-3-(methylsulfinyl)-1H-indol-6-yl)(morpholino)methanone). Reaction SMILES: Br[C:2]1[CH:3]=[N:4][C:5]([N:8]2[C:16]3[C:11](=[CH:12][CH:13]=[C:14]([C:17]([N:19]4[CH2:24][CH2:23][O:22][CH2:21][CH2:20]4)=[O:18])[CH:15]=3)[C:10]([S:25]([CH3:27])=[O:26])=[CH:9]2)=[N:6][CH:7]=1.Br[C:29]1[CH:34]=[C:33]([Cl:35])[CH:32]=[CH:31][N:30]=1.OC(C1C=CN=C(C2C=NC(N3C4C(=CC=C(C(N5CCOCC5)=O)C=4)C(SC)=C3)=NC=2)C=1)(C)C>>[Cl:35][C:33]1[CH:32]=[CH:31][N:30]=[C:29]([C:2]2[CH:7]=[N:6][C:5]([N:8]3[C:16]4[C:11](=[CH:12][CH:13]=[C:14]([C:17]([N:19]5[CH2:24][CH2:23][O:22][CH2:21][CH2:20]5)=[O:18])[CH:15]=4)[C:10]([S:25]([CH3:27])=[O:26])=[CH:9]3)=[N:4][CH:3]=2)[CH:34]=1. Procedure: Prepared from (1-(5-bromopyrimidin-2-yl)-3-(methylsulfinyl)-1H-indol-6-yl)(morpholino)-methanone (0.5 g, 1.11 mmol) and 2-bromo-4-chloropyridine (0.23 g, 1.22 mmol) analogously to the experimental procedure for 289a). White solid. Yield: 61 mg (11% of theory)